describe an organic reaction: reactants, conditions, products, and yield From a dataset of the Open Reaction Database (ORD), a public repository of structured organic reaction records. The reactants are BrB(Br)Br, COC(=O)C1CN(C(C)=O)c2ccccc2CN1S(=O)(=O)c1ccc(OC)cc1, ClCCl, O. Product: COC(=O)C1CN(C(C)=O)c2ccccc2CN1S(=O)(=O)c1ccc(O)cc1. As a reaction SMILES: [B:30]([Br:31])([Br:32])[Br:33].[C:1]([CH3:2])(=[O:3])[N:4]1[CH2:5][CH:6]([C:26](=[O:27])[O:28][CH3:29])[N:7]([S:15](=[O:16])(=[O:17])[c:18]2[cH:19][cH:20][c:21]([O:24][CH3:25])[cH:22][cH:23]2)[CH2:8][c:9]2[c:10]1[cH:11][cH:12][cH:13][cH:14]2.[CH2:35]([Cl:36])[Cl:37].[OH2:34]>>[C:1]([CH3:2])(=[O:3])[N:4]1[CH2:5][CH:6]([C:26](=[O:27])[O:28][CH3:29])[N:7]([S:15](=[O:16])(=[O:17])[c:18]2[cH:19][cH:20][c:21]([OH:24])[cH:22][cH:23]2)[CH2:8][c:9]2[c:10]1[cH:11][cH:12][cH:13][cH:14]2. The reactants are C1(=CC=CC=C1)C1(CCC([C@@H]2CN(C[C@H]12)C(=O)OC(C)(C)C)=O)C1=CC=CC=C1 ((3aS,7aS)-7,7-diphenyl-2-tert-butoxycarbonylperhydroisoindol-4-one), C1(=CC=CC=C1)[Mg]Br (phenylmagnesium bromide), saturated aqueous solution, [Cl-].[NH4+] (ammonium chloride). Run in O1CCCC1 (tetrahydrofuran), C(C)(=O)OCC (ethyl acetate), C(C)OCC (diethyl ether). Product: C1(=CC=CC=C1)[C@]1([C@@H]2CN(C[C@@H]2C(CC1)(C1=CC=CC=C1)C1=CC=CC=C1)C(=O)OC(C)(C)C)O ((3aS,4S,7aS)-4,7,7-triphenyl-2-tert-butoxycarbonylperhydroisoindol-4-ol). Isolated yield 41.1%. Reaction SMILES: [C:1]1([Mg]Br)[CH:6]=[CH:5][CH:4]=[CH:3][CH:2]=1.[C:9]1([C:15]2([C:32]3[CH:37]=[CH:36][CH:35]=[CH:34][CH:33]=3)[C@@H:23]3[C@@H:19]([CH2:20][N:21]([C:24]([O:26][C:27]([CH3:30])([CH3:29])[CH3:28])=[O:25])[CH2:22]3)[C:18](=[O:31])[CH2:17][CH2:16]2)[CH:14]=[CH:13][CH:12]=[CH:11][CH:10]=1.[Cl-].[NH4+]>C(OCC)C.O1CCCC1.C(OCC)(=O)C>[C:1]1([C@:18]2([OH:31])[CH2:17][CH2:16][C:15]([C:32]3[CH:33]=[CH:34][CH:35]=[CH:36][CH:37]=3)([C:9]3[CH:14]=[CH:13][CH:12]=[CH:11][CH:10]=3)[C@@H:23]3[C@H:19]2[CH2:20][N:21]([C:24]([O:26][C:27]([CH3:29])([CH3:28])[CH3:30])=[O:25])[CH2:22]3)[CH:6]=[CH:5][CH:4]=[CH:3][CH:2]=1 |f:2.3|. Procedure details: A suspension of 10.78 g of phenylmagnesium bromide in 65 cm3 of diethyl ether is added dropwise to a solution of 11.66 g of (3aS,7aS)-7,7-diphenyl-2-tert-butoxycarbonylperhydroisoindol-4-one in 70 cm3 of dry tetrahydrofuran at room temperature, while stirring. The reaction mixture is stirred at room temperature for 24 hours, refluxed for 5 hours, subsequently treated with 250 cm3 of a saturated aqueous solution of ammonium chloride, diluted with 200 cm3 of ethyl acetate, washed with 200 cm3 of w... The reactants are ClC1=C(C(=CC(=C1)C(F)(F)F)N)NC (3-chloro-N2-methyl-5-trifluoromethylbenzene-1,2-diamine), C1CCOC1 (THF), Cl.C(C)SC1=C(C(=O)O)C=CC=C1 (2-ethylsulfanylbenzoic acid hydrochloride), C(O)([O-])=O.[Na+] (Sodium hydrogen carbonate), Cl.C(C)SC1=C(C(=O)O)C=CC=C1 (2-ethylsulfanylbenzoic acid hydrochloride), C(O)([O-])=O.[Na+] (sodium hydrogen carbonate). The solvent is O (water). Reaction conditions: time 1 hour. Product: ClC1=CC(=CC2=C1N(C(=N2)C2=C(C=CC=C2)SCC)C)C(F)(F)F (7-chloro-2-(2-ethylsulfanylphenyl)-1-methyl-5-trifluoromethyl-1H-benzimidazole). Yield: 28.3%. As a reaction SMILES: [Cl:1][C:2]1[CH:7]=[C:6]([C:8]([F:11])([F:10])[F:9])[CH:5]=[C:4]([NH2:12])[C:3]=1[NH:13][CH3:14].C1COCC1.Cl.[CH2:21]([S:23][C:24]1[CH:32]=[CH:31][CH:30]=[CH:29][C:25]=1[C:26](O)=O)[CH3:22].C(=O)([O-])O.[Na+]>O>[Cl:1][C:2]1[C:3]2[N:13]([CH3:14])[C:26]([C:25]3[CH:29]=[CH:30][CH:31]=[CH:32][C:24]=3[S:23][CH2:21][CH3:22])=[N:12][C:4]=2[CH:5]=[C:6]([C:8]([F:9])([F:10])[F:11])[CH:7]=1 |f:2.3,4.5|. Procedure details: To a mixture of 3-chloro-N2-methyl-5-trifluoromethylbenzene-1,2-diamine (1.12 g) and THF (5 ml), 2-ethylsulfanylbenzoic acid hydrochloride (1.00 g) was added under ice-cooling, heated to room temperature, and stirred for 1 hour. Sodium hydrogen carbonate (0.46 g) was added thereto, and then the reaction mixture was allowed to stand overnight. The reaction mixture was heated to 66° C., and stirred under reflux for 1.5 hours. After the mixture was cooled to room temperature, 2-ethylsulfanylbenzoic... Reactants: CC(C)C[Al](CC(C)C)CC(C)C (TIBAL), CC(CO)CCC (2-methyl-1-pentanol), C(C)(C)O (isopropanol). Run in CCCCCCC (heptane), C1CCCCC1 (cyclohexane). The product is CC(CO)CCC.C(C)(C)O (2-Methyl-1-Pentanol Isopropanol). RXN SMILES: CC(C[Al](CC(C)C)CC(C)C)C.[CH3:14][CH:15]([CH2:18][CH2:19][CH3:20])[CH2:16][OH:17].[CH:21]([OH:24])([CH3:23])[CH3:22]>CCCCCCC.C1CCCCC1>[CH3:14][CH:15]([CH2:18][CH2:19][CH3:20])[CH2:16][OH:17].[CH:21]([OH:24])([CH3:23])[CH3:22] |f:5.6|. Procedure: To 10 ml of 1.085M DBM in heptane containing 0.33 ml of 0.92M TIBAL is added slowly a mixture of 2-methyl-1-pentanol (1.80 ml, 14.45 mmoles) and isopropanol (0.55 ml, 7.25 mmoles) diluted to 5 ml with cyclohexane. The solution remains clear throughout the addition (no precipitate formation) and is crystal-clear and somewhat viscous at room temperature.